Dataset: the Open Reaction Database (ORD), a public repository of structured organic reaction records. Task: describe an organic reaction: reactants, conditions, products, and yield The reactants are BrCc1ccccc1, CCOC(=O)C(C)(C)CSc1cnc(N)s1, CC1CCC(N(CCOCc2ccccc2Cl)C(=O)Nc2ncc(SCC(C)(C)C(=O)O)s2)CC1. Product: CC1CCC(N(CCOCc2ccccc2)C(=O)Nc2ncc(SCC(C)(C)C(=O)O)s2)CC1. RXN SMILES: [Br:36][CH2:37][c:38]1[cH:39][cH:40][cH:41][cH:42][cH:43]1.[CH2:44]([O:45][C:46](=[O:47])[C:48]([CH3:49])([CH3:50])[CH2:51][S:52][c:53]1[s:54][c:55]([NH2:56])[n:57][cH:58]1)[CH3:59].[Cl:1][c:2]1[c:3]([CH2:4][O:5][CH2:6][CH2:7][N:8]([C:9]([NH:10][c:11]2[s:12][c:13]([S:16][CH2:17][C:18]([C:19](=[O:20])[OH:21])([CH3:22])[CH3:23])[cH:14][n:15]2)=[O:24])[CH:25]2[CH2:26][CH2:27][CH:28]([CH3:31])[CH2:29][CH2:30]2)[cH:32][cH:33][cH:34][cH:35]1>>[cH:2]1[c:3]([CH2:4][O:5][CH2:6][CH2:7][N:8]([C:9]([NH:10][c:11]2[s:12][c:13]([S:16][CH2:17][C:18]([C:19](=[O:20])[OH:21])([CH3:22])[CH3:23])[cH:14][n:15]2)=[O:24])[CH:25]2[CH2:26][CH2:27][CH:28]([CH3:31])[CH2:29][CH2:30]2)[cH:32][cH:33][cH:34][cH:35]1. Starting materials: BrC1=CC=CC(=N1)CN1CCOCC1 (4-[(6-Bromopyridin-2-yl)methyl]morpholine), [Li+].CC(C)[N-]C(C)C (LDA), N1(N=NC2=C1C=CC=C2)CO (1H-1,2,3-benzotriazol-1-ylmethanol), [Cl-].[NH4+] (ammonium chloride). Solvent: O1CCCC1 (tetrahydrofuran), O1CCCC1 (tetrahydrofuran). Reaction conditions: temperature -78 celsius, time 1 hour. The product is BrC1=CC=CC(=N1)C(CO)N1CCOCC1 (2-(6-Bromopyridin-2-yl)-2-morpholin-4-ylethanol). RXN SMILES: [Br:1][C:2]1[N:7]=[C:6]([CH2:8][N:9]2[CH2:14][CH2:13][O:12][CH2:11][CH2:10]2)[CH:5]=[CH:4][CH:3]=1.[Li+].CC([N-]C(C)C)C.N1([CH2:32][OH:33])C2C=CC=CC=2N=N1.[Cl-].[NH4+]>O1CCCC1>[Br:1][C:2]1[N:7]=[C:6]([CH:8]([N:9]2[CH2:10][CH2:11][O:12][CH2:13][CH2:14]2)[CH2:32][OH:33])[CH:5]=[CH:4][CH:3]=1 |f:1.2,4.5|. Procedure: To a solution of 4-[(6-bromopyridin-2-yl)methyl]morpholine (Example 2, Step 1) (500 mg, 1.945 mmol) in tetrahydrofuran at −78° C. was added a solution of LDA (1.8 M in tetrahydrofuran/heptane/ethylbenzene, 3.24 ml, 5.83 mmol) over 15 minutes. The resulting red solution was stirred at −78° C. for one hour and then a solution of 1H-1,2,3-benzotriazol-1-ylmethanol (580 mg, 3.89 mmol) in 14 mL tetrahydrofuran was added. After 2.5 hours, a saturated aqueous ammonium chloride solution (5 mL) was added...